Dataset: the Open Reaction Database (ORD), a public repository of structured organic reaction records. Task: describe an organic reaction: reactants, conditions, products, and yield The reactants are CC(=O)O[BH-](OC(C)=O)OC(C)=O, C1CCOC1, CC(=O)NCC1CN(c2ccc(-c3ccc(CN)cc3)c(F)c2)C(=O)O1, [Na+], CN(C)C=O, O=Cc1ccnc2ccccc12. Yields the product CC(=O)NCC1CN(c2ccc(-c3ccc(CNCc4ccnc5ccccc45)cc3)c(F)c2)C(=O)O1. As a reaction SMILES: [C:39]([O:40][BH-:41]([O:42][C:43](=[O:44])[CH3:45])[O:46][C:47](=[O:48])[CH3:49])(=[O:50])[CH3:51].[CH2:53]1[O:54][CH2:55][CH2:56][CH2:57]1.[NH2:1][CH2:2][c:3]1[cH:4][cH:5][c:6](-[c:9]2[c:10]([F:26])[cH:11][c:12]([N:15]3[C:16](=[O:25])[O:17][CH:18]([CH2:20][NH:21][C:22]([CH3:23])=[O:24])[CH2:19]3)[cH:13][cH:14]2)[cH:7][cH:8]1.[Na+:52].[O:58]=[CH:59][N:60]([CH3:61])[CH3:62].[n:27]1[cH:28][cH:29][c:30]([CH:37]=[O:38])[c:31]2[cH:32][cH:33][cH:34][cH:35][c:36]12>>[NH:1]([CH2:2][c:3]1[cH:4][cH:5][c:6](-[c:9]2[c:10]([F:26])[cH:11][c:12]([N:15]3[C:16](=[O:25])[O:17][CH:18]([CH2:20][NH:21][C:22]([CH3:23])=[O:24])[CH2:19]3)[cH:13][cH:14]2)[cH:7][cH:8]1)[CH2:37][c:30]1[cH:29][cH:28][n:27][c:36]2[c:31]1[cH:32][cH:33][cH:34][cH:35]2. Starting materials: solution, [OH-].[K+] (KOH), O.CO (water MeOH), COC=1C=C(C=CC1OC)C=CC1=NN(C2=CC(=CC=C12)C1=C(C(=CC=C1)OC)OCOC)S(=O)(=O)C1=C(C=C(C=C1C)C)C (3-[2-(3,4-dimethoxy-phenyl)-vinyl]-6-(3-methoxy, methoxymethoxy-phenyl)-1-(2,4,6-trimethyl-benzenesulfonyl)-1H-indazole), C1CCOC1 (THF), [OH-].[K+] (KOH), C(CC(O)(C(=O)O)CC(=O)O)(=O)O (citric acid). Run at temperature 30 celsius, time 7 hour. The product is COC=1C=C(C=CC1OC)/C=C/C1=NNC2=CC(=CC=C12)C1=CC(=C(C=C1)OCOC)OC (trans 3-[2-(3,4-dimethoxy-phenyl)-vinyl]-6-(3-methoxy-4-methoxymethoxy-phenyl)-1H-indazole). Reaction SMILES: [OH-].[K+].O.CO.[CH3:6][O:7][C:8]1[CH:9]=[C:10]([CH:16]=[CH:17][C:18]2[C:26]3[C:21](=[CH:22][C:23]([C:27]4C=CC=[C:29]([O:33][CH3:34])[C:28]=4OCOC)=[CH:24][CH:25]=3)[N:20](S(C3C(C)=CC(C)=CC=3C)(=O)=O)[N:19]=2)[CH:11]=[CH:12][C:13]=1[O:14][CH3:15].C(O)(=O)C[C:53](CC(O)=O)(C(O)=O)[OH:54].[CH2:64]1[CH2:68][O:67][CH2:66][CH2:65]1>>[CH3:6][O:7][C:8]1[CH:9]=[C:10](/[CH:16]=[CH:17]/[C:18]2[C:26]3[C:21](=[CH:22][C:23]([C:27]4[CH:65]=[CH:64][C:68]([O:67][CH2:66][O:54][CH3:53])=[C:29]([O:33][CH3:34])[CH:28]=4)=[CH:24][CH:25]=3)[NH:20][N:19]=2)[CH:11]=[CH:12][C:13]=1[O:14][CH3:15] |f:0.1,2.3|. Reported procedure: A 1M solution of KOH (1.0 g, 17.8 mmol) in 1:1 water/MeOH (18 mL total) was prepared under argon and was degassed by vacuum/purge cycles with argon (5 times). In a separate flask, 3-[2-(3,4-dimethoxy-phenyl)-vinyl]-6-(3-methoxy, methoxymethoxy-phenyl)-1-(2,4,6-trimethyl-benzenesulfonyl)-1H-indazole (289 mg, 0.461 mmol, 1.0 equiv) was dissolved in THF (8 mL) under argon. To this solution was added the above 1M KOH solution (10 mL, 1:1 water/MeOH). The reaction was warmed to 30° C. and was allowed... The reactants are C1=CC=C(C=C1)/C=C/CO[C@H]2[C@@H]([C@H]([C@@H]([C@H](O2)CO)O)O)O.C1(=CC=CC=C1)O (rosin phenol), [OH-].[Na+] (sodium hydroxide), C1=CC=C(C=C1)/C=C/CO[C@H]2[C@@H]([C@H]([C@@H]([C@H](O2)CO)O)O)O.C1(=CC=CC=C1)O (rosin phenol), C1CO1 (ethylene oxide), C1=CC=C(C=C1)/C=C/CO[C@H]2[C@@H]([C@H]([C@@H]([C@H](O2)CO)O)O)O.C1(=CC=CC=C1)O (rosin phenol). Solvent: CCCCOCCOCCO (butyl diglycol). Yields the product C1=CC=C(C=C1)/C=C/CO[C@H]2[C@@H]([C@H]([C@@H]([C@H](O2)CO)O)O)O (rosin). Reaction SMILES: [OH-].[Na+].[CH:3]1[CH:8]=[CH:7][C:6](/[CH:9]=[CH:10]/[CH2:11][O:12][C@@H:13]2[O:18][C@H:17]([CH2:19][OH:20])[C@@H:16]([OH:21])[C@H:15]([OH:22])[C@H:14]2[OH:23])=[CH:5][CH:4]=1.C1(O)C=CC=CC=1.C1OC1>CCCCOCCOCCO>[CH:3]1[CH:4]=[CH:5][C:6](/[CH:9]=[CH:10]/[CH2:11][O:12][C@@H:13]2[O:18][C@H:17]([CH2:19][OH:20])[C@@H:16]([OH:21])[C@H:15]([OH:22])[C@H:14]2[OH:23])=[CH:7][CH:8]=1 |f:0.1,2.3|. Procedure details: After having added 2.1 parts of sodium hydroxide, 393.5 parts of the rosin-phenol compound described under (a) are oxethylated at 140° to 150° C. in accordance with Example 17(b). The resulting slightly viscous rosin-phenol addition product is olive green and contains 12 mols of ethylene oxide. The cloud point in butyl diglycol is found at 50.5° C. The reactants are FC1=CC=C(C=C1)C1=NN(C=C1C=1C=C2C(=CC=NC2=CC1)N1CCN(CC1)C)C(C1=CC=CC=C1)(C1=CC=CC=C1)C1=CC=CC=C1 (6-[3-(4-fluorophenyl)-1-trityl-1H-pyrazolyl]-4-(4-methylpiperazin-1-yl)quinoline), Cl (hydrochloric acid). Yields the product Cl.Cl.FC1=CC=C(C=C1)C1=NNC=C1C=1C=C2C(=CC=NC2=CC1)N1CCN(CC1)C (6-[3-(4-Fluorophenyl)-1H-4-pyrazolyl]-4-(4-methylpiperazin-1-yl)quinoline dihydrochloride). RXN SMILES: [F:1][C:2]1[CH:7]=[CH:6][C:5]([C:8]2[C:12]([C:13]3[CH:14]=[C:15]4[C:20](=[CH:21][CH:22]=3)[N:19]=[CH:18][CH:17]=[C:16]4[N:23]3[CH2:28][CH2:27][N:26]([CH3:29])[CH2:25][CH2:24]3)=[CH:11][N:10](C(C3C=CC=CC=3)(C3C=CC=CC=3)C3C=CC=CC=3)[N:9]=2)=[CH:4][CH:3]=1.[ClH:49]>>[ClH:49].[ClH:49].[F:1][C:2]1[CH:7]=[CH:6][C:5]([C:8]2[C:12]([C:13]3[CH:14]=[C:15]4[C:20](=[CH:21][CH:22]=3)[N:19]=[CH:18][CH:17]=[C:16]4[N:23]3[CH2:24][CH2:25][N:26]([CH3:29])[CH2:27][CH2:28]3)=[CH:11][NH:10][N:9]=2)=[CH:4][CH:3]=1 |f:2.3.4|. Reported procedure: 371 mg 6-[3-(4-fluorophenyl)-1-trityl-1H-pyrazolyl]-4-(4-methylpiperazin-1-yl)quinoline obtained in Example 172 and 4.5 mL of 5 N hydrochloric acid were reacted in the same manner as in Example 163, to give 201 mg of the title compound as pale yellow crystals. Reactants: COC1=CC=C(C(=O)NC=2C=C(C=CC2[N+](=O)[O-])C2=CC=C(C=C2)SC)C=C1 (4-Methoxy-N-(4′-(methylthio)-4-nitrobiphenyl-3-yl)benzamide), C(C)(C)O (isopropanol). The solvent is C(Cl)Cl (DCM). The product is NC1=C(C=C(C=C1)C1=CC=C(C=C1)S(=O)C)NC(C1=CC=C(C=C1)OC)=O (N-(4-amino-4′-(methylsulfinyl)biphenyl-3-yl)-4-methoxybenzamide). Yield: 57.0%. As a reaction SMILES: [CH3:1][O:2][C:3]1[CH:28]=[CH:27][C:6]([C:7]([NH:9][C:10]2[CH:11]=[C:12]([C:19]3[CH:24]=[CH:23][C:22]([S:25][CH3:26])=[CH:21][CH:20]=3)[CH:13]=[CH:14][C:15]=2[N+:16]([O-])=O)=[O:8])=[CH:5][CH:4]=1.C([OH:32])(C)C>C(Cl)Cl>[NH2:16][C:15]1[CH:14]=[CH:13][C:12]([C:19]2[CH:24]=[CH:23][C:22]([S:25]([CH3:26])=[O:32])=[CH:21][CH:20]=2)=[CH:11][C:10]=1[NH:9][C:7](=[O:8])[C:6]1[CH:27]=[CH:28][C:3]([O:2][CH3:1])=[CH:4][CH:5]=1. Procedure: Following the same procedure as described in Example 10, step 2 (scheme 10), but substituting compound 120 for compound 209, the title compound 210 was obtained in 57% yield [after column chromatography (5% isopropanol in DCM)]. Starting materials: O1C(CCCC1)ON1C([C@@H]([C@@H]1C)C\C=C\C=1SC=CC1)=O ((3R,4S)-1-(2-tetrahydropyranyloxy)-3-((2E)-3-(thiophene-2-yl)-2-propene-1-yl)-4-methylazetidin-2-one). The reagents and catalysts are [Pd] (palladium on barium sulfate). Run in CO (methanol). Run at time 72 hour. The product is O1C(CCCC1)ON1C([C@@H]([C@@H]1C)CCCC=1SC=CC1)=O ((3R,4S)-1-(2-tetrahydropyranyloxy)-3-(3-(thiophene-2-yl)-1-propyl)-4-methylazetidin-2-one). The yield is 99.3%. Reaction SMILES: [O:1]1[CH2:6][CH2:5][CH2:4][CH2:3][CH:2]1[O:7][N:8]1[C@@H:11]([CH3:12])[C@@H:10]([CH2:13]/[CH:14]=[CH:15]/[C:16]2[S:17][CH:18]=[CH:19][CH:20]=2)[C:9]1=[O:21]>CO.[Pd]>[O:1]1[CH2:6][CH2:5][CH2:4][CH2:3][CH:2]1[O:7][N:8]1[C@@H:11]([CH3:12])[C@@H:10]([CH2:13][CH2:14][CH2:15][C:16]2[S:17][CH:18]=[CH:19][CH:20]=2)[C:9]1=[O:21]. Reported procedure: To a solution of (3R,4S)-1-(2-tetrahydropyranyloxy)-3-((2E)-3-(thiophene-2-yl)-2-propene-1-yl)-4-methylazetidin-2-one (130 mg, 0.423 mmol) in 3 mL of methanol is treated with 20 mg of 5% palladium on barium sulfate. The resulting suspension is repeatedly evacuated and purged with a hydrogen balloon, then stirred under 1 atmosphere pressure of hydrogen gas for 72 h. The catalyst is filtered and the filtrate is concentrated in vacuo to provide (3R,4S)-1-(2-tetrahydropyranyloxy)-3-(3-(thiophene-2-y... Reactants: CC(C)(C)c1cc(C=C2CCNC2=O)cc(C(C)(C)C)c1O, O=C(NOCc1ccccc1)Oc1ccccc1, c1ccncc1. Yields the product CC(C)(C)c1cc(C=C2CCN(C(=O)NOCc3ccccc3)C2=O)cc(C(C)(C)C)c1O. RXN SMILES: [C:1]([CH3:2])([CH3:3])([CH3:4])[c:5]1[cH:6][c:7]([CH:8]=[C:9]2[C:10](=[O:14])[NH:11][CH2:12][CH2:13]2)[cH:15][c:16]([C:19]([CH3:20])([CH3:21])[CH3:22])[c:17]1[OH:18].[CH2:23]([c:24]1[cH:25][cH:26][cH:27][cH:28][cH:29]1)[O:30][NH:31][C:32]([O:33][c:35]1[cH:36][cH:37][cH:38][cH:39][cH:40]1)=[O:34].[cH:41]1[cH:42][cH:43][n:44][cH:45][cH:46]1>>[C:1]([CH3:2])([CH3:3])([CH3:4])[c:5]1[cH:6][c:7]([CH:8]=[C:9]2[C:10](=[O:14])[N:11]([C:32]([NH:31][O:30][CH2:23][c:24]3[cH:25][cH:26][cH:27][cH:28][cH:29]3)=[O:33])[CH2:12][CH2:13]2)[cH:15][c:16]([C:19]([CH3:20])([CH3:21])[CH3:22])[c:17]1[OH:18]. The reactants are CC(=O)OC(C)=O, O=C(Nc1cccc2c(-n3ccnc3)c(CO)cnc12)c1c(Cl)cccc1Cl, ClCCl, c1ccncc1. Product: CC(=O)OCc1cnc2c(NC(=O)c3c(Cl)cccc3Cl)cccc2c1-n1ccnc1. Reaction SMILES: [CH3:35][C:36](=[O:37])[O:38][C:39](=[O:40])[CH3:41].[Cl:1][c:2]1[c:3]([C:4](=[O:5])[NH:6][c:7]2[cH:8][cH:9][cH:10][c:11]3[c:12](-[n:19]4[cH:20][n:21][cH:22][cH:23]4)[c:13]([CH2:17][OH:18])[cH:14][n:15][c:16]23)[c:24]([Cl:28])[cH:25][cH:26][cH:27]1.[Cl:42][CH2:43][Cl:44].[cH:29]1[cH:30][cH:31][n:32][cH:33][cH:34]1>>[Cl:1][c:2]1[c:3]([C:4](=[O:5])[NH:6][c:7]2[cH:8][cH:9][cH:10][c:11]3[c:12](-[n:19]4[cH:20][n:21][cH:22][cH:23]4)[c:13]([CH2:17][O:18][C:36]([CH3:35])=[O:37])[cH:14][n:15][c:16]23)[c:24]([Cl:28])[cH:25][cH:26][cH:27]1. RXN SMILES: BrC1C=CC(O)=C(C2C=[CH:16][C:15]3[C:10](=[CH:11][CH:12]=[C:13]([C:18]4[N:22]([CH:23]5[CH2:28][CH2:27][CH2:26][CH2:25][CH2:24]5)[C:21]5[CH:29]=[CH:30][C:31]([C:33]([OH:35])=[O:34])=[CH:32][C:20]=5[N:19]=4)[CH:14]=3)[N:9]=2)C=1.[CH3:37][O:38][C:39]1[CH:40]=[C:41]([C:47](=O)[CH3:48])[CH:42]=[C:43]([O:45][CH3:46])[CH:44]=1.[OH-].[K+]>C(O)C>[CH:23]1([N:22]2[C:21]3[CH:29]=[CH:30][C:31]([C:33]([OH:35])=[O:34])=[CH:32][C:20]=3[N:19]=[C:18]2[C:13]2[CH:14]=[C:15]3[C:10](=[CH:11][CH:12]=2)[N:9]=[C:47]([C:41]2[CH:40]=[C:39]([O:38][CH3:37])[CH:44]=[C:43]([O:45][CH3:46])[CH:42]=2)[CH:48]=[CH:16]3)[CH2:24][CH2:25][CH2:26][CH2:27][CH2:28]1 |f:2.3|. The product is C1(CCCCC1)N1C(=NC2=C1C=CC(=C2)C(=O)O)C=2C=C1C=CC(=NC1=CC2)C2=CC(=CC(=C2)OC)OC (1-cyclohexyl-2-[2-(3,5-dimethoxy-phenyl)-quinolin-6-yl]-1H-benzoimidazole-5-carboxylic acid). Yield: 35.0%. Reported procedure: Following the procedure and workup for Compound 354, Compound 354e (100 mg, 0.256 mmol) was reacted with 1-(3,5-dimethoxy-phenyl)-ethanone (0.256 mmol) in ethanol (2 mL) using 10% w/v KOH in ethanol (506 μL, 0.64 mmol) to produce the title compound (44 mg, 35% yield). Run in C(C)O (ethanol), C(C)O (ethanol). The reactants are BrC=1C=CC(=C(C1)C1=NC2=CC=C(C=C2C=C1)C1=NC2=C(N1C1CCCCC1)C=CC(=C2)C(=O)O)O (2-[2-(5-Bromo-2-hydroxy-phenyl)-quinolin-6-yl]-1-cyclohexyl-1H-benzoimidazole-5-carboxylic acid), [OH-].[K+] (KOH), Compound 354e, COC=1C=C(C=C(C1)OC)C(C)=O (1-(3,5-dimethoxy-phenyl)-ethanone).